Dataset: the Open Reaction Database (ORD), a public repository of structured organic reaction records. Task: describe an organic reaction: reactants, conditions, products, and yield Yields the product NC1=CC=C(C=N1)C1=CC(=CC=2C(=C3N(C12)CCNC3=O)C)C#N (6-(6-Aminopyridin-3-yl)-10-methyl-1-oxo-3,4-dihydro-2H-pyrazino[1,2-a]indole-8-carbonitrile). Reactants: solid, BrC1=CC(=CC=2C(=C3N(C12)CCNC3=O)C)C#N (6-bromo-10-methyl-1-oxo-1,2,3,4-tetrahydro-pyrazino[1,2-a]indole-8-carbonitrile), BrC1=CC(=CC=2C(=C3N(C12)CCNC3=O)C)C#N (6-bromo-10-methyl-1-oxo-1,2,3,4-tetrahydro-pyrazino[1,2-a]indole-8-carbonitrile), CC1(OB(OC1(C)C)C=1C=CC(=NC1)N)C (5-(4,4,5,5-tetramethyl-1,3,2-dioxaborolan-2-yl)-pyridin-2-amine). Reaction SMILES: Br[C:2]1[C:10]2[N:9]3[CH2:11][CH2:12][NH:13][C:14](=[O:15])[C:8]3=[C:7]([CH3:16])[C:6]=2[CH:5]=[C:4]([C:17]#[N:18])[CH:3]=1.CC1(C)C(C)(C)OB([C:27]2[CH:28]=[CH:29][C:30]([NH2:33])=[N:31][CH:32]=2)O1>>[NH2:33][C:30]1[N:31]=[CH:32][C:27]([C:2]2[C:10]3[N:9]4[CH2:11][CH2:12][NH:13][C:14](=[O:15])[C:8]4=[C:7]([CH3:16])[C:6]=3[CH:5]=[C:4]([C:17]#[N:18])[CH:3]=2)=[CH:28][CH:29]=1. Reported procedure: The title compound, light brown solid (13 mg, 16%), MS (ISP) m/z=318.5 [(M+H)+], mp 332° C., was prepared in accordance with the general method of example 1 from 6-bromo-10-methyl-1-oxo-1,2,3,4-tetrahydro-pyrazino[1,2-a]indole-8-carbonitrile (intermediate 16) (76 mg, 0.25 mmol) and commercially available 5-(4,4,5,5-tetramethyl-1,3,2-dioxaborolan-2-yl)-pyridin-2-amine (71.5 mg, 0.325 mmol). The reactants are Cn1c(-c2ccnc(C=Cc3cccc(Cl)c3)n2)cc2c1CCN(C(=O)OC(C)(C)C)C2=O, Cl, C1COCCO1. Yields the product Cn1c(-c2ccnc(C=Cc3cccc(Cl)c3)n2)cc2c1CCNC2=O. As a reaction SMILES: [C:1]([O:2][C:3](=[O:4])[N:8]1[C:9](=[O:33])[c:10]2[c:11]([n:14]([CH3:32])[c:15](-[c:17]3[n:18][c:19]([CH:23]=[CH:24][c:25]4[cH:26][c:27]([Cl:31])[cH:28][cH:29][cH:30]4)[n:20][cH:21][cH:22]3)[cH:16]2)[CH2:12][CH2:13]1)([CH3:5])([CH3:6])[CH3:7].[ClH:34].[O:35]1[CH2:36][CH2:37][O:38][CH2:39][CH2:40]1>>[NH:8]1[C:9](=[O:33])[c:10]2[c:11]([n:14]([CH3:32])[c:15](-[c:17]3[n:18][c:19]([CH:23]=[CH:24][c:25]4[cH:26][c:27]([Cl:31])[cH:28][cH:29][cH:30]4)[n:20][cH:21][cH:22]3)[cH:16]2)[CH2:12][CH2:13]1. The reactants are CC(C)(C)O, Cc1nc(C#Cc2cccc(Cl)c2)cn1-c1cccc(F)n1, [K+], [OH-]. Product: Cc1nc(C#Cc2cccc(Cl)c2)cn1-c1cccc(O)n1. As a reaction SMILES: [CH3:25][C:26]([OH:27])([CH3:28])[CH3:29].[Cl:1][c:2]1[cH:3][c:4]([C:8]#[C:9][c:10]2[n:11][c:12]([CH3:22])[n:13](-[c:15]3[n:16][c:17]([F:21])[cH:18][cH:19][cH:20]3)[cH:14]2)[cH:5][cH:6][cH:7]1.[K+:24].[OH-:23]>>[Cl:1][c:2]1[cH:3][c:4]([C:8]#[C:9][c:10]2[n:11][c:12]([CH3:22])[n:13](-[c:15]3[n:16][c:17]([OH:23])[cH:18][cH:19][cH:20]3)[cH:14]2)[cH:5][cH:6][cH:7]1. Reactants: CCOC(C)=O, CO, CCN(C(C)C)C(C)C, CC(C)(C)COC(=O)Cl, ClCCl, Cl, Cl, NC1CCCCCC=CC2CC2(C(=O)NS(=O)(=O)C2CC2)NC(=O)C2CC(Oc3nccc4ccccc34)CN2C1=O. Product: CC(C)(C)COC(=O)NC1CCCCCC=CC2CC2(C(=O)NS(=O)(=O)C2CC2)NC(=O)C2CC(Oc3nccc4ccccc34)CN2C1=O. Reaction SMILES: [CH3:66][CH2:67][O:68][C:69]([CH3:70])=[O:71].[CH3:72][OH:73].[CH:45]([N:46]([CH2:47][CH3:48])[CH:49]([CH3:50])[CH3:51])([CH3:52])[CH3:53].[Cl:54][C:55](=[O:56])[O:57][CH2:58][C:59]([CH3:60])([CH3:61])[CH3:62].[Cl:63][CH2:64][Cl:65].[ClH:1].[ClH:2].[NH2:3][CH:4]1[CH2:5][CH2:6][CH2:7][CH2:8][CH2:9][CH:10]=[CH:11][CH:12]2[CH2:13][C:14]2([C:36](=[O:37])[NH:38][S:39](=[O:40])(=[O:41])[CH:42]2[CH2:43][CH2:44]2)[NH:15][C:16](=[O:35])[CH:17]2[CH2:18][CH:19]([O:24][c:25]3[n:26][cH:27][cH:28][c:29]4[cH:30][cH:31][cH:32][cH:33][c:34]34)[CH2:20][N:21]2[C:22]1=[O:23]>>[NH:3]([CH:4]1[CH2:5][CH2:6][CH2:7][CH2:8][CH2:9][CH:10]=[CH:11][CH:12]2[CH2:13][C:14]2([C:36](=[O:37])[NH:38][S:39](=[O:40])(=[O:41])[CH:42]2[CH2:43][CH2:44]2)[NH:15][C:16](=[O:35])[CH:17]2[CH2:18][CH:19]([O:24][c:25]3[n:26][cH:27][cH:28][c:29]4[cH:30][cH:31][cH:32][cH:33][c:34]34)[CH2:20][N:21]2[C:22]1=[O:23])[C:55](=[O:56])[O:57][CH2:58][C:59]([CH3:60])([CH3:61])[CH3:62]. The reactants are C1CCC(CC1)N=C=NC2CCCCC2 (DCC), C1=CN(C(=O)N=C1N)C[C@@H](CO)OCP(=O)(O)O (HPMPC), CN(C)C=O (DMF). Solvent: N1=CC=CC=C1 (pyridine). Run at time 12 hour. Yields the product C1[C@@H](OCP(=O)(O1)O)CN2C=CC(=NC2=O)N (cHPMPC). RXN SMILES: [CH:1]1[C:7]([NH2:8])=[N:6][C:4](=[O:5])[N:3]([CH2:9][C@H:10]([O:13][CH2:14][P:15]([OH:18])([OH:17])=[O:16])[CH2:11]O)[CH:2]=1.CN(C=O)C.C1CCC(N=C=NC2CCCCC2)CC1>N1C=CC=CC=1>[CH2:11]1[O:18][P:15]([OH:17])(=[O:16])[CH2:14][O:13][C@H:10]1[CH2:9][N:3]1[C:4](=[O:5])[N:6]=[C:7]([NH2:8])[CH:1]=[CH:2]1. Procedure: cHPMPC was synthesized by adding to a stirred suspension of HPMPC (100 g, 0.358 mol) in DMF (2 L) N, N'-dicyclohexyl-4-morpholinecarboxamidine (115 g, 0.393 mol). The reaction mixture was stirred for 12 hours at room temperature. This solution was added slowly to a hot pyridine solution (5 L, 60° C.) of DCC (185 g, 0.895 mol) through an addition funnel. The reaction mixture was stirred at 100° C. for 16 hours, cooled to room temperature and the solvents were removed under reduced pressure. The c... Reactants: ClCC(=O)N(C1=C(C=C(C=C1)OC)C(C1=CC(=CC=C1)F)=O)CC1=C(C=C(C=C1)OC)OC (2-chloro-N-(2,4-dimethoxybenzyl)-N-[2-(3-fluorobenzoyl)-4-methoxyphenyl]acetamide), CCOCC (ether). Solvent: N1=CC=CC=C1 (pyridine). Run at time 8 hour. Yields the product [Cl-].COC1=C(CN2C(C(=C(C3=CC(=CC=C23)OC)C2=CC(=CC=C2)F)[N+]2=CC=CC=C2)=O)C=CC(=C1)OC (1-[1-(2,4-Dimethoxybenzyl)-4-(3-fluorophenyl)-6-methoxy-2-oxo-1,2-dihydroquinolin-3-yl]pyridinium chloride). Reaction SMILES: [Cl:1][CH2:2][C:3]([N:5]([CH2:23][C:24]1[CH:29]=[CH:28][C:27]([O:30][CH3:31])=[CH:26][C:25]=1[O:32][CH3:33])[C:6]1[CH:11]=[CH:10][C:9]([O:12][CH3:13])=[CH:8][C:7]=1[C:14](=O)[C:15]1[CH:20]=[CH:19][CH:18]=[C:17]([F:21])[CH:16]=1)=[O:4].CCO[CH2:37][CH3:38]>N1C=CC=CC=1>[Cl-:1].[CH3:33][O:32][C:25]1[CH:26]=[C:27]([O:30][CH3:31])[CH:28]=[CH:29][C:24]=1[CH2:23][N:5]1[C:6]2[C:7](=[CH:8][C:9]([O:12][CH3:13])=[CH:10][CH:11]=2)[C:14]([C:15]2[CH:20]=[CH:19][CH:18]=[C:17]([F:21])[CH:16]=2)=[C:2]([N+:5]2[CH:38]=[CH:37][CH:8]=[CH:7][CH:6]=2)[C:3]1=[O:4] |f:3.4|. Reported procedure: A solution of 2-chloro-N-(2,4-dimethoxybenzyl)-N-[2-(3-fluorobenzoyl)-4-methoxyphenyl]acetamide (229 mg, 0.485 mmol) in 3 mL of pyridine was heated to reflux. A precipitate formed while the mixture stirred overnight. After cooling the mixture to room temperature, ether was added (10 mL), and the mixture was cooled further using an ice bath. The suspension was filtered, and the filtrate was washed with cold ether and dried in vacuo to provide the titled salt as a dark brown solid which was used i...